Task: describe an organic reaction: reactants, conditions, products, and yield. Dataset: the Open Reaction Database (ORD), a public repository of structured organic reaction records Reactants: CCO, NN, O=C1c2ccccc2C(=O)N1OCc1nc2cnc3ccccc3c2s1. Product: NOCc1nc2cnc3ccccc3c2s1. Reaction SMILES: [CH3:29][CH2:30][OH:31].[NH2:1][NH2:2].[s:3]1[c:4]([CH2:16][O:17][N:18]2[C:19](=[O:20])[c:21]3[c:22]([cH:23][cH:24][cH:25][cH:26]3)[C:27]2=[O:28])[n:5][c:6]2[cH:7][n:8][c:9]3[cH:10][cH:11][cH:12][cH:13][c:14]3[c:15]12>>[s:3]1[c:4]([CH2:16][O:17][NH2:18])[n:5][c:6]2[cH:7][n:8][c:9]3[cH:10][cH:11][cH:12][cH:13][c:14]3[c:15]12. The reactants are CCOC(C)=O, Cc1cc(Cl)c2[nH]ncc2n1, O=C(O)C(F)(F)F, Nc1ccccc1. Product: Cc1cc(Nc2ccccc2)c2[nH]ncc2n1. As a reaction SMILES: [CH3:26][CH2:27][O:28][C:29](=[O:30])[CH3:31].[Cl:1][c:2]1[c:3]2[c:4]([n:5][c:6]([CH3:8])[cH:7]1)[cH:9][n:10][nH:11]2.[F:19][C:20]([F:21])([F:22])[C:23]([OH:24])=[O:25].[NH2:12][c:13]1[cH:14][cH:15][cH:16][cH:17][cH:18]1>>[c:2]1([NH:12][c:13]2[cH:14][cH:15][cH:16][cH:17][cH:18]2)[c:3]2[c:4]([n:5][c:6]([CH3:8])[cH:7]1)[cH:9][n:10][nH:11]2.